From a dataset of the Open Reaction Database (ORD), a public repository of structured organic reaction records. describe an organic reaction: reactants, conditions, products, and yield Reactants: CN(C)P(N(C)C)N(C)C, Cc1ccccc1, C1CNCCNCCNC1. Product: C1CN2CCN3CCN(C1)P23. RXN SMILES: [CH3:11][N:12]([P:13]([N:15]([CH3:16])[CH3:17])[N:18]([CH3:19])[CH3:20])[CH3:14].[CH3:21][c:22]1[cH:23][cH:24][cH:25][cH:26][cH:27]1.[NH:1]1[CH2:2][CH2:3][NH:4][CH2:5][CH2:6][NH:7][CH2:8][CH2:9][CH2:10]1>>[N:1]12[CH2:2][CH2:3][N:4]3[CH2:5][CH2:6][N:7]([CH2:8][CH2:9][CH2:10]1)[P:13]23. The reactants are C1(=CC=CC=C1)CCC=1CS[C@H]2N(C1C(=O)OC(C)(C)C)C(C2NC(C2=CC=CC=C2)(C2=CC=CC=C2)C2=CC=CC=C2)=O (t-butyl 3-β-phenylethyl-7-triphenylmethylamino-3-cephem-4-carboxylate), O.C1(=CC=C(C=C1)S(=O)(=O)O)C (p-Toluene sulphonic acid monohydrate). Run in CC(=O)C (acetone). Reaction conditions: time 1 hour. Yields the product C1(=CC=CC=C1)CCC=1CS[C@H]2N(C1C(=O)OC(C)(C)C)C(C2N)=O (t-butyl 3-β-phenylethyl-7-amino-3-cephem-4-carboxylate). RXN SMILES: [C:1]1([CH2:7][CH2:8][C:9]2[CH2:10][S:11][C@@H:12]3[CH:23]([NH:24]C(C4C=CC=CC=4)(C4C=CC=CC=4)C4C=CC=CC=4)[C:22](=[O:44])[N:13]3[C:14]=2[C:15]([O:17][C:18]([CH3:21])([CH3:20])[CH3:19])=[O:16])[CH:6]=[CH:5][CH:4]=[CH:3][CH:2]=1.O.C1(C)C=CC(S(O)(=O)=O)=CC=1>CC(C)=O>[C:1]1([CH2:7][CH2:8][C:9]2[CH2:10][S:11][C@@H:12]3[CH:23]([NH2:24])[C:22](=[O:44])[N:13]3[C:14]=2[C:15]([O:17][C:18]([CH3:20])([CH3:21])[CH3:19])=[O:16])[CH:6]=[CH:5][CH:4]=[CH:3][CH:2]=1 |f:1.2|. Procedure: The cephem (XX111) (77 mg) was dissolved in acetone (1 ml) and cooled to 0°C. p-Toluene sulphonic acid monohydrate (24 mg) was added and the mixture was stood at 0°C for 1 hour. The mixture was then allowed to attain room temperature and was stood at room temperature for 6 hours. The mixture was evaporated. The residue was suspended in ethyl acetate (20 ml) and shaken with saturated sodium bicarbonate solution (5 ml). The organic layer was separated and washed with brine. The dried (MgSO4) organ... The reactants are BrC=1C(=NC(=NC1)Cl)OCC#C (5-bromo-2-chloro-4-(prop-2-ynyloxy)pyrimidine), NC=1C=C(C(=O)OC)C=C(C1)N (methyl 3,5-diaminobenzoate), Cl (hydrochloric acid). Run in CO (methanol). Run at temperature 65 celsius, time 8 hour. The product is COC(C1=CC(=CC(=C1)NC1=NC=C(C(=N1)OCC#C)Br)N)=O (Methyl3-amino-5-[[5-bromo(prop-2-ynyloxy)pyrimidin 2yl]amino]benzoate). The yield is 60.4%. RXN SMILES: [Br:1][C:2]1[C:3]([O:9][CH2:10][C:11]#[CH:12])=[N:4][C:5](Cl)=[N:6][CH:7]=1.[NH2:13][C:14]1[CH:15]=[C:16]([CH:21]=[C:22]([NH2:24])[CH:23]=1)[C:17]([O:19][CH3:20])=[O:18].Cl>CO>[CH3:20][O:19][C:17](=[O:18])[C:16]1[CH:21]=[C:22]([NH:24][C:5]2[N:4]=[C:3]([O:9][CH2:10][C:11]#[CH:12])[C:2]([Br:1])=[CH:7][N:6]=2)[CH:23]=[C:14]([NH2:13])[CH:15]=1. Reported procedure: A mixture of 5-bromo-2-chloro-4-(prop-2-ynyloxy)pyrimidine (15 g), methyl 3,5-diaminobenzoate (45 g) and concentrated hydrochloric acid (15 ml) in methanol (600 ml) was stirred at 65° C. for 8 h. After concentration to half the volume water was added and the precipitate collected by filtration. The precipitate then was treated with sodium hydroxide solution (1 n) and dichloromethane. The organic phase then was washed with water and brine, dried (Na2SO4) and evaporated to dryness to give the titl... Starting materials: BrC1=CC=C(C=C1)OCCCCCCCCCCCC (1-Bromo-4-dodecyloxybenzene), C(CCCCCCC)OC1=CC=C(C=C1)B(O)O (4-Octyloxyphenylboronic acid), C(CCC)[Li] (n-butyllithium), B(OC)(OC)OC (trimethyl borate). The solvent is C1CCOC1 (THF), C1CCOC1 (THF). Yields the product C(CCCCCCCCCCC)OC1=CC=C(C=C1)B(O)O (4-Dodecyloxyphenylboronic acid). Reaction SMILES: Br[C:2]1[CH:7]=[CH:6][C:5]([O:8][CH2:9][CH2:10][CH2:11][CH2:12][CH2:13][CH2:14][CH2:15][CH2:16][CH2:17][CH2:18][CH2:19][CH3:20])=[CH:4][CH:3]=1.C([Li])CCC.[B:26](OC)([O:29]C)[O:27]C.C(OC1C=CC(B(O)O)=CC=1)CCCCCCC>C1COCC1>[CH2:9]([O:8][C:5]1[CH:6]=[CH:7][C:2]([B:26]([OH:29])[OH:27])=[CH:3][CH:4]=1)[CH2:10][CH2:11][CH2:12][CH2:13][CH2:14][CH2:15][CH2:16][CH2:17][CH2:18][CH2:19][CH3:20]. Procedure: Quantities: compound 30 (15.00 g, 0.047 mol) in anhydrous THF (150 ml), n-butyllithium (20 ml, 2.5M in hexane, 0.050 mol), trimethyl borate (9.79 g, 0.094 mol) in anhydrous THF (50 ml). The experimental procedure was as described for the preparation of compound 33.